Dataset: the Open Reaction Database (ORD), a public repository of structured organic reaction records. Task: describe an organic reaction: reactants, conditions, products, and yield Reactants: ClC=1C=NC=C(C1CO)Cl ((3,5-dichloropyridin-4-yl)methanol), BrP(Br)Br (tribromophosphane). The solvent is ClCCl (dichloromethane). Run at time 1.5 hour. The product is Br.BrCC1=C(C=NC=C1Cl)Cl (4-(bromomethyl)-3,5-dichloropyridine hydrobromide). The yield is 156.7%. Reaction SMILES: [Cl:1][C:2]1[CH:3]=[N:4][CH:5]=[C:6]([Cl:10])[C:7]=1[CH2:8]O.[Br:11]P(Br)Br>ClCCl>[BrH:11].[Br:11][CH2:8][C:7]1[C:2]([Cl:1])=[CH:3][N:4]=[CH:5][C:6]=1[Cl:10] |f:3.4|. Procedure details: To a solution of (3,5-dichloropyridin-4-yl)methanol (1.9 g, 10.7 mmol) in anhydrous dichloromethane (75 mL) was added tribromophosphane (1.1 mL, 11.5 mmol). The mixture was stirred at room temperature for 1.5 hours. Dichloromethane was evaporated, and the mixture was co-evaporated with toluene (2×20 mL). The residue was dried in vacuo, affording 4-(bromomethyl)-3,5-dichloropyridine hydrobromide (2.9 g, 98% yield), which was used without further purification. Reactants: ClC1=CC(=C(OCC(=O)N2[C@@H](CN([C@H](C2)C)CC2=CC=C(C=C2)F)C)C=C1)O (2-(4-chloro-2-hydroxy-phenoxy)-1-[4-(4-fluoro-benzyl)-(2R,5S)-2,5-dimethyl-piperazin-1-yl]-ethanone), COC(C1=CN=C(C=C1)CBr)=O (6-bromomethyl-nicotinic acid methyl ester), C([O-])([O-])=O.[Cs+].[Cs+] (cesium carbonate). Run in O1CCOCC1 (dioxane). Reaction conditions: time 6 day. Yields the product COC(C1=CN=C(C=C1)COC1=C(C=CC(=C1)Cl)OCC(=O)N1[C@@H](CN([C@H](C1)C)CC1=CC=C(C=C1)F)C)=O (6-(5-Chloro-2-{2-[4-(4-fluoro-benzyl)-(2R,5S)-2,5-dimethyl-piperazin-1-yl]-2-oxo-ethoxy}-phenoxymethyl)-nicotinic acid methyl ester). Isolated yield 86.6%. RXN SMILES: [Cl:1][C:2]1[CH:27]=[CH:26][C:5]([O:6][CH2:7][C:8]([N:10]2[CH2:15][C@H:14]([CH3:16])[N:13]([CH2:17][C:18]3[CH:23]=[CH:22][C:21]([F:24])=[CH:20][CH:19]=3)[CH2:12][C@H:11]2[CH3:25])=[O:9])=[C:4]([OH:28])[CH:3]=1.[CH3:29][O:30][C:31](=[O:40])[C:32]1[CH:37]=[CH:36][C:35]([CH2:38]Br)=[N:34][CH:33]=1.C(=O)([O-])[O-].[Cs+].[Cs+]>O1CCOCC1>[CH3:29][O:30][C:31](=[O:40])[C:32]1[CH:37]=[CH:36][C:35]([CH2:38][O:28][C:4]2[CH:3]=[C:2]([Cl:1])[CH:27]=[CH:26][C:5]=2[O:6][CH2:7][C:8]([N:10]2[CH2:15][C@H:14]([CH3:16])[N:13]([CH2:17][C:18]3[CH:23]=[CH:22][C:21]([F:24])=[CH:20][CH:19]=3)[CH2:12][C@H:11]2[CH3:25])=[O:9])=[N:34][CH:33]=1 |f:2.3.4|. Procedure: To a solution of 2-(4-chloro-2-hydroxy-phenoxy)-1-[4-(4-fluoro-benzyl)-(2R,5S)-2,5-dimethyl-piperazin-1-yl]-ethanone (0.11 g, 0.27 mmol) in dioxane (1 mL) was added 6-bromomethyl-nicotinic acid methyl ester (0.075 g, 0.32 mmol) and cesium carbonate (0.15 g, 0.47 mmol). The reaction was stirred at ambient temperature for 6 days, then concentrated. Chromatography on silica gel gave the title compound (0.13 g). Isolated yield 92.0%. The product is S1N=CC2=C1C(=CC=C2)C2=CC=1C(=C(N=CC1I)N)O2 (2-(1,2-benzothiazol-7-yl)-4-iodofuro[2,3-c]pyridin-7-amine). Procedure details: The title compound was prepared in 92% yield from 2-(1,2-benzothiazol-7-yl)furo[2,3-c]pyridin-7-amine by a procedure analogous to Intermediate 10, Step B. 1H NMR (300 MHz, CDCl3): δ 4.62 (br. s, 2H), 7.13 (s, 1H), 7.73 (t, J=5.7 Hz, 1H), 7.98 (s, 1H), 8.35-8.45 (m, 2H), 9.28 (s, 1H). As a reaction SMILES: [S:1]1[C:5]2[C:6]([C:10]3[O:19][C:13]4=[C:14]([NH2:18])[N:15]=[CH:16][CH:17]=[C:12]4[CH:11]=3)=[CH:7][CH:8]=[CH:9][C:4]=2[CH:3]=[N:2]1.[I:20]C1C=NC(N)=C2OC(C3C=CC=C4C=3C=CN=C4)=CC=12>>[S:1]1[C:5]2[C:6]([C:10]3[O:19][C:13]4=[C:14]([NH2:18])[N:15]=[CH:16][C:17]([I:20])=[C:12]4[CH:11]=3)=[CH:7][CH:8]=[CH:9][C:4]=2[CH:3]=[N:2]1. Reactants: S1N=CC2=C1C(=CC=C2)C2=CC=1C(=C(N=CC1)N)O2 (2-(1,2-benzothiazol-7-yl)furo[2,3-c]pyridin-7-amine), IC1=C2C(=C(N=C1)N)OC(=C2)C2=C1C=CN=CC1=CC=C2 (4-iodo-2-(isoquinolin-5-yl)furo[2,3-c]pyridin-7-amine).